This data is from the Open Reaction Database (ORD), a public repository of structured organic reaction records. The task is: describe an organic reaction: reactants, conditions, products, and yield The reactants are N1C(CNCC1)=O (piperazin-2-one), C(=O)([O-])[O-].[Na+].[Na+] (Na2CO3), O (water), C(=O)(OCC1C2=CC=CC=C2C2=CC=CC=C12)Cl (Fmoc-Cl). Run in O1CCOCC1 (1,4-dioxane), [Na+].[Cl-] (NaCl). Run at time 4 hour. The product is O=C1CN(CCN1)C(=O)OCC1C2=CC=CC=C2C=2C=CC=CC12 ((9H-fluoren-9-yl)methyl 3-oxopiperazine-1-carboxylate). Yield: 103.9%. RXN SMILES: [NH:1]1[CH2:6][CH2:5][NH:4][CH2:3][C:2]1=[O:7].C([O-])([O-])=O.[Na+].[Na+].O.[C:15](Cl)([O:17][CH2:18][CH:19]1[C:31]2[C:26](=[CH:27][CH:28]=[CH:29][CH:30]=2)[C:25]2[C:20]1=[CH:21][CH:22]=[CH:23][CH:24]=2)=[O:16]>O1CCOCC1.[Na+].[Cl-]>[O:7]=[C:2]1[NH:1][CH2:6][CH2:5][N:4]([C:15]([O:17][CH2:18][CH:19]2[C:20]3[CH:21]=[CH:22][CH:23]=[CH:24][C:25]=3[C:26]3[C:31]2=[CH:30][CH:29]=[CH:28][CH:27]=3)=[O:16])[CH2:3]1 |f:1.2.3,7.8|. Reported procedure: To a solution of piperazin-2-one (2 g, 20 mmol, 1 equiv), Na2CO3 (4.2 g, 40 mmol, 2 equiv) and water (20 mL) in 1,4-dioxane (60 mL) was added Fmoc-Cl (5.7 g, 22 mmol, 1.1 equiv) at 0° C. After the reaction mixture was stirred at room temperature for 4 h, it was diluted with saturated NaCl (200 mL). The solution was extracted with ethyl acetate (3×50 mL) and dried over Na2SO4. The combined organic layers were concentrated to give 6.7 g of the desired product, which was directly used for the next ... Run at temperature 100 celsius. Procedure: A mixture of 2-(1-(2-fluorobenzyl)-3-(pyridin-2-yl)-1H-pyrazol-5-yl)-6-methoxypyridine (Compound I-25; 85.6 mg) and hydrobromic acid (1.2 ml, 33 wt % in acetic acid) in a sealed flask was heated to 100° C. for 18 h. The mixture was poured into ice and basified with saturated solution of sodium bicarbonate. The mixture was extracted with ethyl acetate. The organic portions were combined, dried (with Na2SO4), filtered, and concentrated under vacuum to give crude oil. The crude oil was purified usi... Isolated yield 70.0%. Starting materials: FC1=C(CN2N=C(C=C2C2=NC(=CC=C2)OC)C2=NC=CC=C2)C=CC=C1 (2-(1-(2-fluorobenzyl)-3-(pyridin-2-yl)-1H-pyrazol-5-yl)-6-methoxypyridine), Br (hydrobromic acid), C([O-])(O)=O.[Na+] (sodium bicarbonate). As a reaction SMILES: [F:1][C:2]1[CH:27]=[CH:26][CH:25]=[CH:24][C:3]=1[CH2:4][N:5]1[C:9]([C:10]2[CH:15]=[CH:14][CH:13]=[C:12]([O:16]C)[N:11]=2)=[CH:8][C:7]([C:18]2[CH:23]=[CH:22][CH:21]=[CH:20][N:19]=2)=[N:6]1.Br.C(=O)(O)[O-].[Na+]>>[F:1][C:2]1[CH:27]=[CH:26][CH:25]=[CH:24][C:3]=1[CH2:4][N:5]1[C:9]([C:10]2[N:11]=[C:12]([OH:16])[CH:13]=[CH:14][CH:15]=2)=[CH:8][C:7]([C:18]2[CH:23]=[CH:22][CH:21]=[CH:20][N:19]=2)=[N:6]1 |f:2.3|. Product: FC1=C(CN2N=C(C=C2C2=CC=CC(=N2)O)C2=NC=CC=C2)C=CC=C1 (6-(1-(2-fluorobenzyl)-3-(pyridin-2-yl)-1H-pyrazol-5-yl)pyridin-2-ol). Reactants: C(C)(C)(C)OC(=O)CN([C@H](C(C)(C)S)C(=O)O)S(=O)(=O)C1=CC=C(C=C1)OC1=CC=C(C=C1)F ((t-Butoxycarbonyl)methyl--N--[4-(4-fluorophenoxy)benzenesulfonyl]-D-penicillamine), FC(C(=O)O)(F)F (trifluoroacetic acid). Run in ClCCl (dichloromethane). Reaction conditions: time 16 hour. Yields the product C(=O)(O)CSC([C@@H](NS(=O)(=O)C1=CC=C(C=C1)OC1=CC=C(C=C1)F)C(=O)O)(C)C (S-Carboxymethyl--N--[4-(4-fluorophenoxy)benzenesulfonyl]-D-penicillamine). Isolated yield 40.0%. Reaction SMILES: C(OC(C[N:9]([S:18]([C:21]1[CH:26]=[CH:25][C:24]([O:27][C:28]2[CH:33]=[CH:32][C:31]([F:34])=[CH:30][CH:29]=2)=[CH:23][CH:22]=1)(=[O:20])=[O:19])[C@@H:10]([C:15]([OH:17])=[O:16])[C:11]([SH:14])([CH3:13])[CH3:12])=O)(C)(C)C.F[C:36](F)(F)[C:37]([OH:39])=[O:38]>ClCCl>[C:37]([CH2:36][S:14][C:11]([CH3:13])([CH3:12])[C@H:10]([C:15]([OH:17])=[O:16])[NH:9][S:18]([C:21]1[CH:26]=[CH:25][C:24]([O:27][C:28]2[CH:33]=[CH:32][C:31]([F:34])=[CH:30][CH:29]=2)=[CH:23][CH:22]=1)(=[O:19])=[O:20])([OH:39])=[O:38]. Procedure details: To a solution of S--(t-Butoxycarbonyl)methyl--N--[4-(4-fluorophenoxy)benzenesulfonyl]-D-penicillamine (188.8 mg, 0.367 mmol) in 3.4 mL of dichloromethane at 20° C. was added trifluoroacetic acid (0.85 mL). The solution was stirred for 16 h and concentrated in vacuo. The residue was partitioned between ethyl acetate (25 mL) and 1 M aq. phosphate buffer (pH 7). The aqueous layer was extracted with two additional portions of ethyl acetate (25 mL), and the combined organic layers were washed with br... The reactants are CN1S(C2=C(N(C=3C=CC=CC23)C)C(=C1C(=O)OC)O)(=O)=O (methyl 2,5-Dihydro-2,5-dimethyl-4-hydroxy-1,2-thiazino[5,6-b]indole-3-carboxylate 1,1-dioxide), NC=1SC=C(N1)C (2-amino-4-methyl-thiazole). Yields the product CN1S(C2=C(N(C=3C=CC=CC23)C)C(=C1C(=O)NC=1SC=C(N1)C)O)(=O)=O (2,5-Dihydro-2,5-dimethyl-4-hydroxy-N-(4-methyl-2-thiazolyl)-1, 2-thiazino[5,6-b]indole-3-carboxamide-1,1-dioxide). Yield: 88.0%. Reaction SMILES: [CH3:1][N:2]1[C:15]([C:16]([O:18]C)=O)=[C:14]([OH:20])[C:5]2[N:6]([CH3:13])[C:7]3[CH:8]=[CH:9][CH:10]=[CH:11][C:12]=3[C:4]=2[S:3]1(=[O:22])=[O:21].[NH2:23][C:24]1[S:25][CH:26]=[C:27]([CH3:29])[N:28]=1>>[CH3:1][N:2]1[C:15]([C:16]([NH:23][C:24]2[S:25][CH:26]=[C:27]([CH3:29])[N:28]=2)=[O:18])=[C:14]([OH:20])[C:5]2[N:6]([CH3:13])[C:7]3[CH:8]=[CH:9][CH:10]=[CH:11][C:12]=3[C:4]=2[S:3]1(=[O:22])=[O:21]. Procedure details: 2,5-Dihydro-2,5-dimethyl-4-hydroxy-N-(4-methyl-2-thiazolyl)-1, 2-thiazino[5,6-b]indole-3-carboxamide-1,1-dioxide was prepared analogous to Example 1 from methyl 2,5-Dihydro-2,5-dimethyl-4-hydroxy-1,2-thiazino[5,6-b]indole-3-carboxylate 1,1-dioxide and 2-amino-4-methyl-thiazole with a yield of 88% of theory; M.p.: 270° C. (decomposition). Reactants: N (NH3), Cl.C(C)N=C=NCCCN(C)C (1-ethyl-3-(3-dimethylaminopropyl)carbodiimide hydrochloride), ClC=1C=C(C=CC1Cl)C(CN(C(=O)C1=C(C(=C(C2=CC=CC=C12)OC)Br)OC)C)CC(=O)O (N-[2-(3,4-dichlorophenyl)-3-carboxypropyl]—N-methyl-3-bromo-2,4-dimethoxy-1-napthamide), C=1C=CC2=C(C1)N=NN2O (HOBT), C(=O)(O)[O-].[Na+] (NaHCO3). Solvent: CN(C)C=O (DMF). Reaction conditions: time 24 hour. The product is ClC=1C=C(C=CC1Cl)[C@@H](CN(C(=O)C1=C(C(=C(C2=CC=CC=C12)OC)Br)OC)C)CC(N)=O (N-[(S)-2-(3,4-Dichlorophenyl)-3-carbamoylpropyl] —N-methyl-3-bromo-2,4-dimethoxy-1-napthamide), solid. Isolated yield 81.0%. RXN SMILES: [Cl:1][C:2]1[CH:3]=[C:4]([CH:9]([CH2:30][C:31]([OH:33])=O)[CH2:10][N:11]([CH3:29])[C:12]([C:14]2[C:23]3[C:18](=[CH:19][CH:20]=[CH:21][CH:22]=3)[C:17]([O:24][CH3:25])=[C:16]([Br:26])[C:15]=2[O:27][CH3:28])=[O:13])[CH:5]=[CH:6][C:7]=1[Cl:8].C1C=CC2N(O)N=[N:40]C=2C=1.N.Cl.C(N=C=NCCCN(C)C)C.C([O-])(O)=O.[Na+]>CN(C=O)C>[Cl:1][C:2]1[CH:3]=[C:4]([C@H:9]([CH2:30][C:31](=[O:33])[NH2:40])[CH2:10][N:11]([CH3:29])[C:12]([C:14]2[C:23]3[C:18](=[CH:19][CH:20]=[CH:21][CH:22]=3)[C:17]([O:24][CH3:25])=[C:16]([Br:26])[C:15]=2[O:27][CH3:28])=[O:13])[CH:5]=[CH:6][C:7]=1[Cl:8] |f:3.4,5.6|. Procedure: To a stirred solution of N-[2-(3,4-dichlorophenyl)-3-carboxypropyl]—N-methyl-3-bromo-2,4-dimethoxy-1-napthamide (0.26 g, 0.468 mmol) in 5 mL of DMF was added HOBT.NH3 (0.175 g, 1.15 mmol) and 1-ethyl-3-(3-dimethylaminopropyl)carbodiimide hydrochloride (0.184 g, 0.96 mmol). The mixture was stirred at RT for 24 h and treated with saturated NaHCO3. The aqueous layer was extracted with DCM. The combined DCM extracts was dried over MgSO4, filtered and concentrated. Following chromatography purificati... The reactants are C, CCN(C(C)C)C(C)C, ClCCl, O=S(=O)(Cl)Cl, c1cnc2ccc(Cc3nnc4ccc(-c5cn[nH]c5)nn34)cc2c1. The product is CS(=O)(=O)n1cc(-c2ccc3nnc(Cc4ccc5ncccc5c4)n3n2)cn1. Reaction SMILES: [CH4:40].[CH:26]([N:27]([CH2:28][CH3:29])[CH:30]([CH3:31])[CH3:32])([CH3:33])[CH3:34].[Cl:41][CH2:42][Cl:43].[S:35](=[O:36])(=[O:37])([Cl:38])[Cl:39].[nH:1]1[n:2][cH:3][c:4](-[c:6]2[cH:7][cH:8][c:9]3[n:10]([n:11]2)[c:12]([CH2:15][c:16]2[cH:17][c:18]4[cH:19][cH:20][cH:21][n:22][c:23]4[cH:24][cH:25]2)[n:13][n:14]3)[cH:5]1>>[n:1]1([S:35](=[O:36])(=[O:37])[CH3:40])[n:2][cH:3][c:4](-[c:6]2[cH:7][cH:8][c:9]3[n:10]([n:11]2)[c:12]([CH2:15][c:16]2[cH:17][c:18]4[cH:19][cH:20][cH:21][n:22][c:23]4[cH:24][cH:25]2)[n:13][n:14]3)[cH:5]1. Starting materials: [NH4+].[OH-] (NH4OH), [OH-].[Na+] (Sodium hydroxide), C(CCC)O (n-butyl alcohol), FC(C1=C(C(=O)Cl)C=CC=C1)(F)F (2-Trifluoromethylbenzoyl chloride). The solvent is C(C)(C)O (isopropyl alcohol), NCC(=O)O (glycine), O (water), O (water). Run at time 2.5 hour. Yields the product FC(C1=C(C(=O)NCC(=O)O)C=CC=C1)(F)F (2-(trifluoromethyl)benzamidoacetic acid). RXN SMILES: [OH-:1].[Na+].[F:3][C:4]([F:15])([F:14])[C:5]1[CH:13]=[CH:12][CH:11]=[CH:10][C:6]=1[C:7](Cl)=[O:8].[CH2:16]([OH:20])[CH2:17]CC.[NH4+:21].[OH-]>NCC(O)=O.O.C(O)(C)C>[F:3][C:4]([F:15])([F:14])[C:5]1[CH:13]=[CH:12][CH:11]=[CH:10][C:6]=1[C:7]([NH:21][CH2:17][C:16]([OH:20])=[O:1])=[O:8] |f:0.1,4.5|. Procedure details: In a 500 ml, 3-necked flask was dissolved glycine (9.03 g) in water (50 ml). The flask was cooled in an ice/methanol bath. Sodium hydroxide (12.6 g) in 30 cc of water was added. 2-Trifluoromethylbenzoyl chloride (25 g) was added at a temperature below 0° C. The bath was removed and the reaction mixture stirred for 2.5 hours at room temperature. To this was added concentrated HCl until the pH was 1. The solid was collected by filtration, washed with water and dried to give 25 g(84%), m.p. 147°-14...